From a dataset of the Open Reaction Database (ORD), a public repository of structured organic reaction records. describe an organic reaction: reactants, conditions, products, and yield Product: CC(C)(C#N)c1cccc(C(=O)Nc2cccc(Oc3ccc4nc(NC(=O)C5CC5)sc4c3)c2)c1. Reaction SMILES: [CH3:44][N:45]([CH3:46])[c:47]1[cH:48][cH:49][n:50][cH:51][cH:52]1.[CH3:53][OH:54].[CH:32]1([C:35](=[O:36])[Cl:37])[CH2:33][CH2:34]1.[NH2:1][c:2]1[s:3][c:4]2[c:5]([n:6]1)[cH:7][cH:8][c:9]([O:11][c:12]1[cH:13][c:14]([NH:18][C:19]([c:20]3[cH:21][c:22]([C:26]([CH3:27])([CH3:28])[C:29]#[N:30])[cH:23][cH:24][cH:25]3)=[O:31])[cH:15][cH:16][cH:17]1)[cH:10]2.[Na+:56].[OH-:55].[cH:38]1[cH:39][cH:40][n:41][cH:42][cH:43]1>>[NH:1]([c:2]1[s:3][c:4]2[c:5]([n:6]1)[cH:7][cH:8][c:9]([O:11][c:12]1[cH:13][c:14]([NH:18][C:19]([c:20]3[cH:21][c:22]([C:26]([CH3:27])([CH3:28])[C:29]#[N:30])[cH:23][cH:24][cH:25]3)=[O:31])[cH:15][cH:16][cH:17]1)[cH:10]2)[C:35]([CH:32]1[CH2:33][CH2:34]1)=[O:36]. The reactants are CN(C)c1ccncc1, CO, O=C(Cl)C1CC1, CC(C)(C#N)c1cccc(C(=O)Nc2cccc(Oc3ccc4nc(N)sc4c3)c2)c1, [Na+], [OH-], c1ccncc1. The reactants are ice water, C1(CCCCCC1)=C(C1=CC=C(C=C1)/C=C/C(=O)OC(C)(C)C)C1=CC=C(C=C1)O (1,1-Dimethylethyl (2E)-3-{4-[cycloheptylidene(4-hydroxyphenyl)methyl]phenyl}-2-propenoate), FC(C(=O)O)(F)F (trifluoroacetic acid). Run in C(Cl)Cl (CH2Cl2). Conditions: time 3 hour. The product is C1(CCCCCC1)=C(C1=CC=C(C=C1)/C=C/C(=O)O)C1=CC=C(C=C1)O ((2E)-3-{4-[Cycloheptylidene(4-hydroxyphenyl)methyl]phenyl}-2-propenoic acid). Yield: 57.9%. As a reaction SMILES: [C:1]1(=[C:8]([C:24]2[CH:29]=[CH:28][C:27]([OH:30])=[CH:26][CH:25]=2)[C:9]2[CH:14]=[CH:13][C:12](/[CH:15]=[CH:16]/[C:17]([O:19]C(C)(C)C)=[O:18])=[CH:11][CH:10]=2)[CH2:7][CH2:6][CH2:5][CH2:4][CH2:3][CH2:2]1.FC(F)(F)C(O)=O>C(Cl)Cl>[C:1]1(=[C:8]([C:24]2[CH:29]=[CH:28][C:27]([OH:30])=[CH:26][CH:25]=2)[C:9]2[CH:14]=[CH:13][C:12](/[CH:15]=[CH:16]/[C:17]([OH:19])=[O:18])=[CH:11][CH:10]=2)[CH2:7][CH2:6][CH2:5][CH2:4][CH2:3][CH2:2]1. Procedure: To an ice-water cooled mixture of 1,1-dimethylethyl (2E)-3-{4-[cycloheptylidene(4-hydroxyphenyl)methyl]phenyl}-2-propenoate (10) (4.42 g, 10.9 mmol) and CH2Cl2 (20 mL) was slowly added trifluoroacetic acid (10 mL) with stirring under a nitrogen atmosphere. After 3 h, the reaction mixture was filtered. The filtered solid was washed with CH2Cl2 and dried to give 2.2 g of compound 11 as a white solid. The filtrate was concentrated and the impure product was partially purified by flash chromatograph... The reactants are CCCNO, CO, Clc1ccnc2c1CCC=C2, Cl. Product: CCCN(O)C1CCc2c(Cl)ccnc2C1. As a reaction SMILES: [CH2:13]([CH2:14][CH3:15])[NH:16][OH:17].[CH3:18][OH:19].[Cl:1][c:2]1[cH:3][cH:4][n:5][c:6]2[c:11]1[CH2:10][CH2:9][CH:8]=[CH:7]2.[ClH:12]>>[Cl:1][c:2]1[cH:3][cH:4][n:5][c:6]2[c:11]1[CH2:10][CH2:9][CH:8]([N:16]([CH2:13][CH2:14][CH3:15])[OH:17])[CH2:7]2. Reactants: C(=O)(O)[O-].[Na+] (NaHCO3), N1(N=NC2=C1C=CC=C2)CO (1H-benzotriazole-1-methanol), C(C)(=O)O[BH-](OC(C)=O)OC(C)=O.[Na+] (sodium triacetoxyborohydride), Cl.CN1C2=NC(=NC(=C2N=C1)C=1C=NC(=C(C1)C(F)(F)F)OCCC1CCNCC1)C#N (9-methyl-6-{6-[2-(piperidin-4-yl)ethoxy]-5-(trifluoromethyl)pyridin-3-yl}-9H-purine-2-carbonitrile monohydrochloride). Solvent: CCOC(=O)C (EtOAc), C1CCOC1 (THF), CCO (EtOH), C(C)N(CC)CC (Triethylamine), CCOC(=O)C (EtOAc). Conditions: time 16 hour. Product: CN1C2=NC(=NC(=C2N=C1)C=1C=NC(=C(C1)C(F)(F)F)OCCC1CCN(CC1)C)C#N (9-methyl-6-{6-[2-(1-methylpiperidin-4-yl)ethoxy]-5-(trifluoromethyl)pyridin-3-yl}-9H-purine-2-carbonitrile). The yield is 59.9%. RXN SMILES: N1(CO)C2C=CC=C[C:4]=2N=N1.C(O[BH-](OC(=O)C)OC(=O)C)(=O)C.[Na+].Cl.[CH3:27][N:28]1[CH:36]=[N:35][C:34]2[C:29]1=[N:30][C:31]([C:56]#[N:57])=[N:32][C:33]=2[C:37]1[CH:38]=[N:39][C:40]([O:47][CH2:48][CH2:49][CH:50]2[CH2:55][CH2:54][NH:53][CH2:52][CH2:51]2)=[C:41]([C:43]([F:46])([F:45])[F:44])[CH:42]=1.C([O-])(O)=O.[Na+]>C1COCC1.CCOC(C)=O.CCO.C(N(CC)CC)C>[CH3:27][N:28]1[CH:36]=[N:35][C:34]2[C:29]1=[N:30][C:31]([C:56]#[N:57])=[N:32][C:33]=2[C:37]1[CH:38]=[N:39][C:40]([O:47][CH2:48][CH2:49][CH:50]2[CH2:55][CH2:54][N:53]([CH3:4])[CH2:52][CH2:51]2)=[C:41]([C:43]([F:46])([F:44])[F:45])[CH:42]=1 |f:1.2,3.4,5.6|. Procedure: Triethylamine (30 μL), 1H-benzotriazole-1-methanol (48 mg), and sodium triacetoxyborohydride (91 mg) were added to a solution of 9-methyl-6-{6-[2-(piperidin-4-yl)ethoxy]-5-(trifluoromethyl)pyridin-3-yl}-9H-purine-2-carbonitrile monohydrochloride (100 mg) in THF (1.5 mL)-EtOH (1.5 mL), and the mixture was stirred at room temperature for 16 hours. After a saturated aqueous NaHCO3 solution and EtOAc were added to the reaction mixture, extraction thereof was performed using EtOAc, and the extract wa...